From a dataset of the Open Reaction Database (ORD), a public repository of structured organic reaction records. describe an organic reaction: reactants, conditions, products, and yield Starting materials: C(CCC)N1/C(/SC(=C1)C=O)=C/C(=O)C1=C(C=CC(=C1)Cl)OC ((2Z)-3-butyl-2-[2-(5-chloro-2-methoxyphenyl)-2-oxoethylidene]-2,3-dihydro-1,3-thiazole-5-carbaldehyde), NH2OH_HCl, N1=CC=CC=C1 (pyridine), O (water). Product: C(CCC)N1/C(/SC(=C1)C=NO)=C/C(=O)C1=C(C=CC(=C1)Cl)OC ((2Z)-3-butyl-2-[2-(5-chloro-2-methoxyphenyl)-2-oxoethylidene]-2,3-dihydro-1,3-thiazole-5-carbaldehyde oxime). Reaction SMILES: [CH2:1]([N:5]1[CH:9]=[C:8]([CH:10]=O)[S:7]/[C:6]/1=[CH:12]\[C:13]([C:15]1[CH:20]=[C:19]([Cl:21])[CH:18]=[CH:17][C:16]=1[O:22][CH3:23])=[O:14])[CH2:2][CH2:3][CH3:4].[OH2:24].[N:25]1C=CC=CC=1>>[CH2:1]([N:5]1[CH:9]=[C:8]([CH:10]=[N:25][OH:24])[S:7]/[C:6]/1=[CH:12]\[C:13]([C:15]1[CH:20]=[C:19]([Cl:21])[CH:18]=[CH:17][C:16]=1[O:22][CH3:23])=[O:14])[CH2:2][CH2:3][CH3:4]. Procedure details: A mixture of Example 19 (35 mg, 0.1 mmol) and NH2OH_HCl (10 mg, 0.15 mmol) in pyridine (2 mL) was stirred at room temperature for 14 hours. The mixture was poured into water and extracted with ethyl acetate (2×15 mL). The combined organic extracts were washed sequentially with water and brine, dried over MgSO4, Filtered, and concentrated in vacuo. The residue was purified by flash chromatography using ethyl acetate as an eluent to provide the title compounds as a mixture of E and Z isomers. 1H N... Reactants: 2A, COC1=C2C(C(N(C2=C(C=C1)OC)CCOCCOC)=O)=O (4,7-dimethoxy-1-[2-(2-methoxyethoxy)ethyl]-1H-indole-2,3-dione), FC(C1=CC=C(O1)CN1C(C(C2=CC=CC=C12)=O)=O)(F)F (1-((5-(trifluoromethyl)furan-2-yl)methyl)indoline-2,3-dione), O1C2=C(OCC1)C=C(C=C2)O (2,3-dihydrobenzo[b][1,4]dioxin-6-ol), BrC=1C=C(C=CC1)O (3-bromophenol). Yields the product OC1(C(N(C2=C(C=CC(=C12)OC)OC)CCOCCOC)=O)C1=CC2=C(OCCO2)C=C1O (3-hydroxy-3-(7-hydroxy-2,3-dihydro-1,4-benzodioxin-6-yl)-4,7-dimethoxy-1-[2-(2-methoxyethoxy)ethyl]-1,3-dihydro-2H-indol-2-one). As a reaction SMILES: [O:1]1[CH2:6][CH2:5][O:4][C:3]2[CH:7]=[C:8]([OH:11])[CH:9]=[CH:10][C:2]1=2.BrC1C=C(O)C=CC=1.[CH3:20][O:21][C:22]1[CH:30]=[CH:29][C:28]([O:31][CH3:32])=[C:27]2[C:23]=1[C:24](=[O:41])[C:25](=[O:40])[N:26]2[CH2:33][CH2:34][O:35][CH2:36][CH2:37][O:38][CH3:39].FC(F)(F)C1OC(CN2C3C(=CC=CC=3)C(=O)C2=O)=CC=1>>[OH:41][C:24]1([C:9]2[C:8]([OH:11])=[CH:7][C:3]3[O:4][CH2:5][CH2:6][O:1][C:2]=3[CH:10]=2)[C:23]2[C:27](=[C:28]([O:31][CH3:32])[CH:29]=[CH:30][C:22]=2[O:21][CH3:20])[N:26]([CH2:33][CH2:34][O:35][CH2:36][CH2:37][O:38][CH3:39])[C:25]1=[O:40]. Reported procedure: Following the procedure as described in PREPARATION 2A and making non-critical variations using 2,3-dihydrobenzo[b][1,4]dioxin-6-ol to replace 3-bromophenol, and 4,7-dimethoxy-1-[2-(2-methoxyethoxy)ethyl]-1H-indole-2,3-dione to replace 1-((5-(trifluoromethyl)furan-2-yl)methyl)indoline-2,3-dione, 3-hydroxy-3-(7-hydroxy-2,3-dihydro-1,4-benzodioxin-6-yl)-4,7-dimethoxy-1-[2-(2-methoxyethoxy)ethyl]-1,3-dihydro-2H-indol-2-one was obtained (53%): MS (ES+) m/z 443.9 (M−17). The reactants are P(Br)(Br)Br (phosphorus tribromide), ClC1=C(C(=NN1C)C(F)(F)F)CO ((5-chloro-1-methyl-3-trifluoromethyl-1H-pyrazol-4-yl)-methanol), ice water. Run in C(C)OCC (diethyl ether), C(C)OCC (diethyl ether). Reaction conditions: temperature -10 celsius, time 1 hour. The product is BrCC=1C(=NN(C1Cl)C)C(F)(F)F (4-bromomethyl-5-chloro-1-methyl-3-trifluoromethyl-1H-pyrazole). Isolated yield 99.6%. As a reaction SMILES: [Cl:1][C:2]1[N:6]([CH3:7])[N:5]=[C:4]([C:8]([F:11])([F:10])[F:9])[C:3]=1[CH2:12]O.P(Br)(Br)[Br:15]>C(OCC)C>[Br:15][CH2:12][C:3]1[C:4]([C:8]([F:11])([F:10])[F:9])=[N:5][N:6]([CH3:7])[C:2]=1[Cl:1]. Reported procedure: A solution of 8.3 g (38.7 mmoles) of (5-chloro-1-methyl-3-trifluoromethyl-1H-pyrazol-4-yl)-methanol dissolved in 100 ml of diethyl ether was cooled to −10° C. Thereto was added 12.6 g (46.4 mmoles) of phosphorus tribromide. The mixture was stirred at room temperature for 1 hour to give rise to a reaction. After the completion of the reaction, the reaction mixture was poured into ice water and extraction with diethyl ether was conducted. The resulting organic layer was washed with an aqueous sodi... The reactants are O=C([O-])[O-], COC(=O)c1ccc(F)cc1Br, CC#N, [K+], [K+], OC1CCNCC1. Product: COC(=O)c1ccc(N2CCC(O)CC2)cc1Br. RXN SMILES: [C:20](=[O:21])([O-:22])[O-:23].[CH3:1][O:2][C:3]([c:4]1[c:5]([Br:11])[cH:6][c:7]([F:10])[cH:8][cH:9]1)=[O:12].[CH3:26][C:27]#[N:28].[K+:24].[K+:25].[OH:13][CH:14]1[CH2:15][CH2:16][NH:17][CH2:18][CH2:19]1>>[CH3:1][O:2][C:3]([c:4]1[c:5]([Br:11])[cH:6][c:7]([N:17]2[CH2:16][CH2:15][CH:14]([OH:13])[CH2:19][CH2:18]2)[cH:8][cH:9]1)=[O:12]. The reactants are OCC(O)CO (glycerol), OC(=O)CCCCCCCCC (capric acid), OC(=O)CCCCCCCCC (capric acid), [O-2].[Ca+2] (calcium oxide). The solvent is O (water), O (water). Product: CCCCCCCCCC(=O)OCC(COC(=O)CCCCCCCCC)OC(=O)CCCCCCCCC (Tricaprin). Reaction SMILES: [OH:1][CH2:2][CH:3]([CH2:5][OH:6])[OH:4].O[C:8]([CH2:10][CH2:11][CH2:12][CH2:13][CH2:14][CH2:15][CH2:16][CH2:17][CH3:18])=[O:9].[O-2:19].[Ca+2]>O>[CH3:18][CH2:17][CH2:16][CH2:15][CH2:14][CH2:13][CH2:12][CH2:11][CH2:10][C:8]([O:1][CH2:2][CH:3]([O:4][C:8]([CH2:10][CH2:11][CH2:12][CH2:13][CH2:14][CH2:15][CH2:16][CH2:17][CH3:18])=[O:9])[CH2:5][O:6][C:8]([CH2:10][CH2:11][CH2:12][CH2:13][CH2:14][CH2:15][CH2:16][CH2:17][CH3:18])=[O:19])=[O:9] |f:2.3|. Reported procedure: To a 250-mL flask containing glycerol (5.0 g, 54.3 mmol) and equipped with a condenser, were added capric acid (37.4 g, 217.2 mmol) and calcium oxide (45.4 mg, 0.8 mmol). The mixture was heated at 175° C. under partial vacuum (1 Torr, water pump vacuum) for 22 hours. The temperature of the water in the condenser was approximately 35° C. in order to maintain a gentle reflux of the capric acid and to accelerate removal of water under vacuum. The reaction was cooled to room temperature and the resi...